Dataset: the Open Reaction Database (ORD), a public repository of structured organic reaction records. Task: describe an organic reaction: reactants, conditions, products, and yield Reactants: C(CC1=CC=CC=C1)NC(=O)C=1C(=CC=CC1)C1=C(C=CC=C1)CN (2′-aminomethylbiphenyl-2-carboxylic acid phenethylamide), C(C)C1=CC=C(C=C1)S(=O)(=O)Cl (4-ethylphenylsulfonyl chloride), C(CC1=CC=CC=C1)NC(=O)C=1C(=CC=CC1)C1=C(C=CC=C1)C(N)S(=O)(=O)C1=CC=C(C=C1)CC (2′-(4-ethylphenylsulfonyl-aminomethyl)biphenyl-2-carboxylic acid phenethylamide). The product is C(CC1=CC=CC=C1)NC(=O)C=1C(=CC=CC1)C1=C(C=CC=C1)CNS(=O)(=O)C1=CC=C(C=C1)CC (2′-(4-Ethylphenylsulfonylaminomethyl)biphenyl-2-carboxylic acid phenethylamide). Reaction SMILES: [CH2:1]([NH:9][C:10]([C:12]1[C:13]([C:18]2[CH:23]=[CH:22][CH:21]=[CH:20][C:19]=2[CH2:24][NH2:25])=[CH:14][CH:15]=[CH:16][CH:17]=1)=[O:11])[CH2:2][C:3]1[CH:8]=[CH:7][CH:6]=[CH:5][CH:4]=1.[CH2:26]([C:28]1[CH:33]=[CH:32][C:31]([S:34](Cl)(=[O:36])=[O:35])=[CH:30][CH:29]=1)[CH3:27].C(NC(C1C(C2C=CC=CC=2C(S(C2C=CC(CC)=CC=2)(=O)=O)N)=CC=CC=1)=O)CC1C=CC=CC=1>>[CH2:1]([NH:9][C:10]([C:12]1[C:13]([C:18]2[CH:23]=[CH:22][CH:21]=[CH:20][C:19]=2[CH2:24][NH:25][S:34]([C:31]2[CH:32]=[CH:33][C:28]([CH2:26][CH3:27])=[CH:29][CH:30]=2)(=[O:36])=[O:35])=[CH:14][CH:15]=[CH:16][CH:17]=1)=[O:11])[CH2:2][C:3]1[CH:4]=[CH:5][CH:6]=[CH:7][CH:8]=1. Procedure details: From 0.61 mmol of 2′-aminomethylbiphenyl-2-carboxylic acid -phenethylamide (precursor 5a) and 4-ethylphenylsulfonyl chloride, according to the general working procedure 250 mg of 2′-(4-ethylphenylsulfonyl-aminomethyl)biphenyl-2-carboxylic acid phenethylamide were obtained; The reactants are COc1cc(CCO)cc(OC)c1OCc1ccccc1, ClCCl, O. The product is COc1cc(CC=O)cc(OC)c1OCc1ccccc1. RXN SMILES: [CH2:1]([c:2]1[cH:3][cH:4][cH:5][cH:6][cH:7]1)[O:8][c:9]1[c:10]([O:20][CH3:21])[cH:11][c:12]([CH2:17][CH2:18][OH:19])[cH:13][c:14]1[O:15][CH3:16].[Cl:23][CH2:24][Cl:25].[OH2:22]>>[CH2:1]([c:2]1[cH:3][cH:4][cH:5][cH:6][cH:7]1)[O:8][c:9]1[c:10]([O:20][CH3:21])[cH:11][c:12]([CH2:17][CH:18]=[O:19])[cH:13][c:14]1[O:15][CH3:16].